This data is from the Open Reaction Database (ORD), a public repository of structured organic reaction records. The task is: describe an organic reaction: reactants, conditions, products, and yield Reactants: CCOC(=O)CNC(=O)c1ccc(OC)cc1, C=CCBr, C1CCOC1, C[Si](C)(C)[N-][Si](C)(C)C, [Li+]. Product: C=CCC(NC(=O)c1ccc(OC)cc1)C(=O)OCC. Reaction SMILES: [CH2:1]([CH3:2])[O:3][C:4]([CH2:5][NH:6][C:7]([c:8]1[cH:9][cH:10][c:11]([O:14][CH3:15])[cH:12][cH:13]1)=[O:16])=[O:17].[CH2:28]([CH:29]=[CH2:30])[Br:31].[CH2:32]1[O:33][CH2:34][CH2:35][CH2:36]1.[CH3:18][Si:19]([CH3:20])([CH3:21])[N-:22][Si:23]([CH3:24])([CH3:25])[CH3:26].[Li+:27]>>[CH2:1]([CH3:2])[O:3][C:4]([CH:5]([NH:6][C:7]([c:8]1[cH:9][cH:10][c:11]([O:14][CH3:15])[cH:12][cH:13]1)=[O:16])[CH2:30][CH:29]=[CH2:28])=[O:17]. Starting materials: OC(CCCC)C1=C(C(=O)[O-])C=CC=C1 (2-(α-hydroxypentyl)benzoate), [K] (potassium), OC(CCCC)C1=C(C(=O)[O-])C=CC=C1 (2-(α-hydroxypentyl)benzoate), ( I ), [Na] (sodium). The product is OC(CCCC)C1=C(C(=O)O)C=CC=C1 (2-(α-hydroxypentyl)benzoic acid). RXN SMILES: [OH:1][CH:2]([C:7]1[CH:15]=[CH:14][CH:13]=[CH:12][C:8]=1[C:9]([O-:11])=[O:10])[CH2:3][CH2:4][CH2:5][CH3:6].[Na].[K]>>[OH:1][CH:2]([C:7]1[CH:15]=[CH:14][CH:13]=[CH:12][C:8]=1[C:9]([OH:11])=[O:10])[CH2:3][CH2:4][CH2:5][CH3:6] |^1:15,16|. Reported procedure: 2-(α-hydroxypentyl)benzoate of general formula (I) wherein M is a monovalent metal ion (e.g., sodium or potassium) is solved in a solvent, then a inorganic acid is added to the solution to adjust pH value to 6.0-2.0 at the temperature of −20-20° C., preferably −20-0° C., to acidify the 2-(α-hydroxypentyl)benzoate and 2-(α-hydroxypentyl)benzoic acid is obtained. Starting materials: N(=O)OC(C)(C)C (tert-Butyl nitrite), CC1CC2=CC3=C(N=C(N=[N+]3[O-])N)C=C2C1 (7-Methyl-7,8-dihydro-6H-indeno[5,6-e][1,2,4]triazin-3-amine 1-Oxide), ICI (diiodomethane). Reagents/catalysts: [Cu]I (CuI). Run in C1CCOC1 (THF). The product is IC=1N=[N+](C2=C(N1)C=C1CC(CC1=C2)C)[O-] (3-Iodo-7-methyl-7,8-dihydro-6H-indeno[5,6-e][1,2,4]triazine 1-Oxide). Yield: 66.7%. Reaction SMILES: N(OC(C)(C)C)=O.[CH3:8][CH:9]1[CH2:23][C:22]2[C:11](=[CH:12][C:13]3[N+:18]([O-:19])=[N:17][C:16](N)=[N:15][C:14]=3[CH:21]=2)[CH2:10]1.[I:24]CI>C1COCC1.[Cu]I>[I:24][C:16]1[N:17]=[N+:18]([O-:19])[C:13]2[CH:12]=[C:11]3[C:22]([CH2:23][CH:9]([CH3:8])[CH2:10]3)=[CH:21][C:14]=2[N:15]=1. Procedure: tert-Butyl nitrite (2.5 mL, 18.6 mmol) was added a stirred mixture of amine 94 (1.30 g, 6.0 mmol), diiodomethane (4.8 mL, 60 mmol) and CuI (1.2 g, 6.3 mmol) in THF (50 mL) and the mixture stirred at reflux temperature for 3 h. The solution was cooled and the solvent evaporated. The residue was purified by chromatography, eluting with a gradient (20-50%) of EtOAc/pet. ether, to give chloride 100 (1.31 g, 67%) as a pale yellow solid: mp (EtOAc/pet. ether) 140-142° C.; 1H NMR δ 8.15 (s, 1H, H-9), 7... Reactants: [H][H] (hydrogen), CN1C=C(C(C2=C(C=CC=C12)[N+](=O)[O-])=O)C (1,3-dimethyl-5-nitroquinolin-4(1H)-one), CN1C=C(C(C2=CC=C(C=C12)[N+](=O)[O-])=O)C (1,3-dimethyl-7-nitroquinolin-4(1H)-one), 299B. The reagents and catalysts are [Pd] (Pd/C). The solvent is CO (MeOH). The product is NC1=C2C(C(=CN(C2=CC=C1)C)C)=O (5-amino-1,3-dimethylquinolin-4(1H)-one). Yield: 28.0%. RXN SMILES: [CH3:1][N:2]1[C:11]2[C:6](=[C:7]([N+:12]([O-])=O)[CH:8]=[CH:9][CH:10]=2)[C:5](=[O:15])[C:4]([CH3:16])=[CH:3]1.CN1C2C(=CC=C([N+]([O-])=O)C=2)C(=O)C(C)=C1.[H][H]>CO.[Pd]>[NH2:12][C:7]1[CH:8]=[CH:9][CH:10]=[C:11]2[C:6]=1[C:5](=[O:15])[C:4]([CH3:16])=[CH:3][N:2]2[CH3:1]. Reported procedure: A mixture of 1,3-dimethyl-5-nitroquinolin-4(1H)-one and 1,3-dimethyl-7-nitroquinolin-4(1H)-one Compound 299B, 2.2 g, 10 mmol) in MeOH (150 mL) was hydrogenated over 5% Pd/C (0.8 g) at 40° C. under 40 psi hydrogen pressure overnight. The catalyst was filtered off and the filtrate was concentrated and purified by HPLC to give the title compound (540 mg, 28%) as a pure regioisomer. 1H NMR (DMSO-d6, 400 MHz): δ=1.92 (s, 3 H), 3.69 (s, 3 H), 6.63 (d, J=8.0 Hz, 1 H), 6.80 (d, J=8.4 Hz, 1 H), 7.40 (t, ... Reactants: N1=CC=C(C=C1)CN1N=CC=C1N (1-(4-picolyl)-5-aminopyrazole), C(C)OC(C(C(=O)OCC)=COCC)=O (ethoxymethylene malonic acid diethyl ester), alcohol. The product is C(C)OC(C(C(=O)OCC)=CNC1=CC=NN1CC1=CC=NC=C1)=O ([[[1-(4-picolyl)-5-pyrazolyl]amino]methylene]malonic acid diethyl ester). The yield is 64.0%. RXN SMILES: [N:1]1[CH:6]=[CH:5][C:4]([CH2:7][N:8]2[C:12]([NH2:13])=[CH:11][CH:10]=[N:9]2)=[CH:3][CH:2]=1.[CH2:14]([O:16][C:17](=[O:28])[C:18](=[CH:24]OCC)[C:19]([O:21][CH2:22][CH3:23])=[O:20])[CH3:15]>>[CH2:14]([O:16][C:17](=[O:28])[C:18](=[CH:24][NH:13][C:12]1[N:8]([CH2:7][C:4]2[CH:5]=[CH:6][N:1]=[CH:2][CH:3]=2)[N:9]=[CH:10][CH:11]=1)[C:19]([O:21][CH2:22][CH3:23])=[O:20])[CH3:15]. Reported procedure: 174 g of 1-(4-picolyl)-5-aminopyrazole and 216 g of ethoxymethylene malonic acid diethyl ester are heated with stirring at 140°, until the theoretical amount of alcohol has distilled off. The reaction mixture crystallizes on cooling. Recrystallization from ethyl acetate yields 220 g of [[[1-(4-picolyl)-5-pyrazolyl]amino]methylene]malonic acid diethyl ester (65%), m.p. 95°-97°. Starting materials: [OH-].[NH4+] (ammonium hydroxide), IC1=CC=C(C(=O)Cl)C=C1 (4-iodobenzoyl chloride), O (water). Run in C1CCOC1 (THF). Run at time 3 hour. The product is IC1=CC=C(C(=O)N)C=C1 (4-iodobenzamide). Isolated yield 97.0%. RXN SMILES: [I:1][C:2]1[CH:10]=[CH:9][C:5]([C:6](Cl)=[O:7])=[CH:4][CH:3]=1.[OH-].[NH4+:12].O>C1COCC1>[I:1][C:2]1[CH:10]=[CH:9][C:5]([C:6]([NH2:12])=[O:7])=[CH:4][CH:3]=1 |f:1.2|. Reported procedure: Crude 4-iodobenzoyl chloride (11.4 g, 42.7 mmol) in THF (75 mL), prepared above, was treated with ammonium hydroxide (5 mL) followed by water (40 mL) at ambient temperature. The reaction mixture was stirred for 3 hours and then partitioned between EtOAc (50 mL) and brine (50 mL). The phases were separated and the organic phase was washed with 10% aqueous NaHCO3 solution (30 mL) and brine (30 mL), dried over Na2SO4, and filtered. The filtrate volume was reduced until a white solid precipitated fr... Reactants: Cl.C1(CC1)COC1=C(C=C(C(=C1)F)C)C=1C2=C(N=CN1)C(=C(N2)C)C(=O)NC2CCNCC2 (4-[2-(cyclopropylmethoxy)-4-fluoro-5-methylphenyl]-6-methyl-N-(piperidin-4-yl)-5H-pyrrolo[3,2-d]pyrimidine-7-carboxamide hydrochloride), COCC(=O)Cl (methoxy-acetyl chloride). Yields the product C1(CC1)COC1=C(C=C(C(=C1)F)C)C=1C2=C(N=CN1)C(=C(N2)C)C(=O)NC2CCN(CC2)C(COC)=O (4-[2-(Cyclopropylmethoxy)-4-fluoro-5-methylphenyl]-N-[1-(methoxyacetyl)piperidin-4-yl]-6-methyl-5H-pyrrolo[3,2-d]pyrimidine-7-carboxamide). As a reaction SMILES: Cl.[CH:2]1([CH2:5][O:6][C:7]2[CH:12]=[C:11]([F:13])[C:10]([CH3:14])=[CH:9][C:8]=2[C:15]2[C:16]3[NH:23][C:22]([CH3:24])=[C:21]([C:25]([NH:27][CH:28]4[CH2:33][CH2:32][NH:31][CH2:30][CH2:29]4)=[O:26])[C:17]=3[N:18]=[CH:19][N:20]=2)[CH2:4][CH2:3]1.[CH3:34][O:35][CH2:36][C:37](Cl)=[O:38]>>[CH:2]1([CH2:5][O:6][C:7]2[CH:12]=[C:11]([F:13])[C:10]([CH3:14])=[CH:9][C:8]=2[C:15]2[C:16]3[NH:23][C:22]([CH3:24])=[C:21]([C:25]([NH:27][CH:28]4[CH2:29][CH2:30][N:31]([C:37](=[O:38])[CH2:36][O:35][CH3:34])[CH2:32][CH2:33]4)=[O:26])[C:17]=3[N:18]=[CH:19][N:20]=2)[CH2:4][CH2:3]1 |f:0.1|. Procedure details: Starting from 4-[2-(cyclopropylmethoxy)-4-fluoro-5-methylphenyl]-6-methyl-N-(piperidin-4-yl)-5H-pyrrolo[3,2-d]pyrimidine-7-carboxamide hydrochloride (example D.f40) and commercially available methoxy-acetyl chloride the title compound is obtained as colorless solid. Reactants: CO, CNC(=N)c1cc(C)c2nc(-c3c(NCC(OC)c4ccc(OC)c(Cl)c4)cc[nH]c3=O)[nH]c2c1, [Na+], [OH-]. Yields the product CNC(=N)c1cc(C)c2nc(-c3c(NCC(O)c4ccc(OC)c(Cl)c4)cc[nH]c3=O)[nH]c2c1. Reaction SMILES: [CH3:38][OH:39].[Cl:1][c:2]1[cH:3][c:4]([CH:10]([CH2:11][NH:12][c:13]2[c:14](-[c:20]3[nH:21][c:22]4[c:23]([n:24]3)[c:25]([CH3:33])[cH:26][c:27]([C:29](=[NH:30])[NH:31][CH3:32])[cH:28]4)[c:15](=[O:19])[nH:16][cH:17][cH:18]2)[O:34][CH3:35])[cH:5][cH:6][c:7]1[O:8][CH3:9].[Na+:37].[OH-:36]>>[Cl:1][c:2]1[cH:3][c:4]([CH:10]([CH2:11][NH:12][c:13]2[c:14](-[c:20]3[nH:21][c:22]4[c:23]([n:24]3)[c:25]([CH3:33])[cH:26][c:27]([C:29](=[NH:30])[NH:31][CH3:32])[cH:28]4)[c:15](=[O:19])[nH:16][cH:17][cH:18]2)[OH:34])[cH:5][cH:6][c:7]1[O:8][CH3:9]. The reactants are COC=1C=C2C=CC=NC2=CC1 (6-methoxyquinoline), [BH3-]C#N.[Na+] (NaCNBH3). Run in C(C)(=O)O (acetic acid). Conditions: temperature 50 celsius, time 8 hour. The product is COC=1C=C2CCCNC2=CC1 (6-methoxy-1,2,3,4-tetrahydroquinoline). As a reaction SMILES: [CH3:1][O:2][C:3]1[CH:4]=[C:5]2[C:10](=[CH:11][CH:12]=1)[N:9]=[CH:8][CH:7]=[CH:6]2.[BH3-]C#N.[Na+]>C(O)(=O)C>[CH3:1][O:2][C:3]1[CH:4]=[C:5]2[C:10](=[CH:11][CH:12]=1)[NH:9][CH2:8][CH2:7][CH2:6]2 |f:1.2|. Procedure details: Based on G. W. Gribble, et al., Synthesis, 1975, 650-652, 6-methoxyquinoline (1.26 g, 7.9 mmol) was dissolved in glacial acetic acid (20 mL) under N2 at RT. Solid NaCNBH3 (2 g, 32 mmol) was added in small portions over a 45 min period. The reaction was heated to 50° C. for 8 h, then cooled to RT and stirred overnight. The reaction was quenched by cooling it to 0° C., and the pH of the solution was adjusted to 14 with 2 N NaOH. The solution was extracted 3 times with EtOAc. The EtOAc extracts wer...